The task is: describe an organic reaction: reactants, conditions, products, and yield. This data is from the Open Reaction Database (ORD), a public repository of structured organic reaction records. Starting materials: ClC(F)F (Chlorodifluoromethane), ClC1=CC(=C(C=C1OC)N1N=C(NC1=O)C)F (1-(4-chloro-2-fluoro-5-methoxyphenyl)-4,5-dihydro-3-methyl-1,2,4-triazol-5(1H)-one), [OH-].[Na+] (sodium hydroxide). Reagents/catalysts: [Br-].C(CCC)[N+](CCCC)(CCCC)CCCC (tetrabutylammonium bromide). Solvent: C1CCCCC1 (cyclohexane). Reaction conditions: temperature 60 celsius, time 1 hour. The product is ClC1=CC(=C(C=C1OC)N1N=C(N(C1=O)C(F)F)C)F (1-(4-chloro-2-fluoro-5-methoxyphenyl)-4-difluoromethyl-4,5-dihydro-3-methyl-1,2,4-triazol-5(1H)-one). Yield: 41.7%. Reaction SMILES: [Cl:1][C:2]1[C:7]([O:8][CH3:9])=[CH:6][C:5]([N:10]2[C:14](=[O:15])[NH:13][C:12]([CH3:16])=[N:11]2)=[C:4]([F:17])[CH:3]=1.[OH-].[Na+].Cl[CH:21]([F:23])[F:22]>[Br-].C([N+](CCCC)(CCCC)CCCC)CCC.C1CCCCC1>[Cl:1][C:2]1[C:7]([O:8][CH3:9])=[CH:6][C:5]([N:10]2[C:14](=[O:15])[N:13]([CH:21]([F:23])[F:22])[C:12]([CH3:16])=[N:11]2)=[C:4]([F:17])[CH:3]=1 |f:1.2,4.5|. Procedure details: A stirred mixture of 10.0 g (0.039 mole) of 1-(4-chloro-2-fluoro-5-methoxyphenyl)-4,5-dihydro-3-methyl-1,2,4-triazol-5(1H)-one, 10.0 g (0.031 mole) of tetrabutylammonium bromide and 10.0 grams (0.25 mole) of sodium hydroxide in 250 mL of cyclohexane was warmed to 60° C. Chlorodifluoromethane (10.0 g, 0.12 mole) was bubbled into the reaction mixture. After complete addition the reaction mixture was warmed to reflux where it stirred for one hour. The hot solution was decanted from a pot residue an...